Task: describe an organic reaction: reactants, conditions, products, and yield. Dataset: the Open Reaction Database (ORD), a public repository of structured organic reaction records Starting materials: CC1(C(N(CCC1)C(=O)OC(C)(C)C)=O)C (3,3-Dimethyl-2-oxo-1-piperidinecarboxylic acid, 1,1-dimethylethyl ester). Solvent: CO (MeOH), Cl (HCl), CCOCC (Et2O). Product: CC1(C(NCCC1)=O)C (3,3-Dimethyl-2-piperidinone). Reaction SMILES: [CH3:1][C:2]1([CH3:16])[CH2:7][CH2:6][CH2:5][N:4](C(OC(C)(C)C)=O)[C:3]1=[O:15]>CO.Cl.CCOCC>[CH3:1][C:2]1([CH3:16])[CH2:7][CH2:6][CH2:5][NH:4][C:3]1=[O:15]. Procedure details: The title compound of Step (B) (440 mg, 1.94 mmol) in 4 ml MeOH and 15 ml 1N HCl in Et2O was stirred at room temperature overnight. The solvent was evaporated and dried in vacuo to provide the title compound of this step as a light yellow solid which was relatively pure and was used in the next step without further purification. Starting materials: CCOC(C)=O, CCN(C(C)C)C(C)C, ClCc1cccc(Cl)c1, CCOC(=O)C=Cc1cnc(NC2CCNCC2)c(Cl)c1, Cl, Cl, CN(C)C=O, O. Yields the product CCOC(=O)C=Cc1cnc(NC2CCN(Cc3cccc(Cl)c3)CC2)c(Cl)c1. RXN SMILES: [CH3:48][CH2:49][O:50][C:51]([CH3:52])=[O:53].[CH:33]([N:34]([CH2:35][CH3:36])[CH:37]([CH3:38])[CH3:39])([CH3:40])[CH3:41].[Cl:24][c:25]1[cH:26][c:27]([CH2:31][Cl:32])[cH:28][cH:29][cH:30]1.[Cl:3][c:4]1[cH:5][c:6]([CH:17]=[CH:18][C:19](=[O:20])[O:21][CH2:22][CH3:23])[cH:7][n:8][c:9]1[NH:10][CH:11]1[CH2:12][CH2:13][NH:14][CH2:15][CH2:16]1.[ClH:1].[ClH:2].[O:43]=[CH:44][N:45]([CH3:46])[CH3:47].[OH2:42]>>[Cl:3][c:4]1[cH:5][c:6]([CH:17]=[CH:18][C:19](=[O:20])[O:21][CH2:22][CH3:23])[cH:7][n:8][c:9]1[NH:10][CH:11]1[CH2:12][CH2:13][N:14]([CH2:31][c:27]2[cH:26][c:25]([Cl:24])[cH:30][cH:29][cH:28]2)[CH2:15][CH2:16]1.